From a dataset of the Open Reaction Database (ORD), a public repository of structured organic reaction records. describe an organic reaction: reactants, conditions, products, and yield Reactants: ClC=1C=C(C=O)C=C(C1)Cl (3,5-dichloro-benzaldehyde), C(C)(=O)O[BH-](OC(C)=O)OC(C)=O.[Na+] (sodium triacetoxyborohydride), NC=1C=C(C(=O)NC2=CC=CC=C2)C=CC1OC (3-amino-4-methoxy-N-phenyl-benzamide), C(C)(=O)O (acetic acid). The product is ClC=1C=C(CNC=2C=C(C(=O)NC3=CC=CC=C3)C=CC2OC)C=C(C1)Cl (3-(3,5-Dichloro-benzylamino)-4-methoxy-N-phenyl-benzamide). The yield is 32.4%. Reaction SMILES: [Cl:1][C:2]1[CH:3]=[C:4]([CH:7]=[C:8]([Cl:10])[CH:9]=1)[CH:5]=O.[NH2:11][C:12]1[CH:13]=[C:14]([CH:24]=[CH:25][C:26]=1[O:27][CH3:28])[C:15]([NH:17][C:18]1[CH:23]=[CH:22][CH:21]=[CH:20][CH:19]=1)=[O:16].C(O)(=O)C.C(O[BH-](OC(=O)C)OC(=O)C)(=O)C.[Na+]>>[Cl:1][C:2]1[CH:3]=[C:4]([CH:7]=[C:8]([Cl:10])[CH:9]=1)[CH2:5][NH:11][C:12]1[CH:13]=[C:14]([CH:24]=[CH:25][C:26]=1[O:27][CH3:28])[C:15]([NH:17][C:18]1[CH:23]=[CH:22][CH:21]=[CH:20][CH:19]=1)=[O:16] |f:3.4|. Procedure: Prepared according to the procedure of Example 50 using 3,5-dichloro-benzaldehyde (0.88 g, 5.0 mmol), 3-amino-4-methoxy-N-phenyl-benzamide (1.22 g, 5.0 mmol), acetic acid (0.24 g, 5.3 mmol), and sodium triacetoxyborohydride (1.12 mmol) to afford the product (0.65 g); m.p. 164-165° C. after recrystallization from ethanol.